Dataset: the Open Reaction Database (ORD), a public repository of structured organic reaction records. Task: describe an organic reaction: reactants, conditions, products, and yield Reactants: BrC1(CCCCC1)C(=O)OC (methyl 1-bromocyclohexane-1-carboxylate), C(C)(C)N(CC)C(C)C (diisopropylethylamine), BrC1=C(C=CC=C1)S (2-bromobenzenethiol). Run in CO (MeOH). Run at temperature 65 celsius. Yields the product BrC1=C(C=CC=C1)SC1(CCCCC1)C(=O)OC (methyl 1-[(2-bromophenyl)sulfanyl]cyclohexanecarboxylate). RXN SMILES: Br[C:2]1([C:8]([O:10][CH3:11])=[O:9])[CH2:7][CH2:6][CH2:5][CH2:4][CH2:3]1.C(N(C(C)C)CC)(C)C.[Br:21][C:22]1[CH:27]=[CH:26][CH:25]=[CH:24][C:23]=1[SH:28]>CO>[Br:21][C:22]1[CH:27]=[CH:26][CH:25]=[CH:24][C:23]=1[S:28][C:2]1([C:8]([O:10][CH3:11])=[O:9])[CH2:7][CH2:6][CH2:5][CH2:4][CH2:3]1. Reported procedure: To a solution of 715 mg (3.2 mmol) of methyl 1-bromocyclohexane-1-carboxylate (J. Med. Chem. 1970, 13, 317) in MeOH (5 mL) was added diisopropylethylamine (0.9 mL, 5.2 mmol) and 2-bromobenzenethiol (0.55 mL, 4.7 mmol). The solution was heated to 65° C. under nitrogen for 2 h, then cooled and partitioned between ethyl acetate and 1 M HCl. The organic phase was washed twice with 1 M NaOH and brine, then dried over MgSO4 and concentrated. Purification by flash chromatography (10% EtOAc/hexanes) gav... Reactants: OC1=C(C=C(C=C1)CCOC(C(=C)C)=O)N1N=C2C(=N1)C=CC=C2 (2-(2′-hydroxy-5′-methacryloyloxyethylphenyl)-2H-benzotriazole), C[O-].[Na+].CO (sodium methylate•methanol). The solvent is C=1(C(=CC=CC1)C)C (xylene). Yields the product N=1N(N=C2C1C=CC=C2)C2=CC(=CC(=C2O)CC2=C(C(=CC(=C2)C)N2N=C1C(=N2)C=CC=C1)O)CCOC(C(=C)C)=O (6-(2H-benzotriazol-2-yl)-4-methacryloyloxyethyl-2-[3′-(2H-benzotriazol-2-yl)-2′-hydroxy-5′-methylphenyl]methylphenol). Isolated yield 70.7%. As a reaction SMILES: O[C:2]1[CH:7]=[CH:6][C:5]([CH2:8][CH2:9][O:10][C:11](=[O:15])[C:12]([CH3:14])=[CH2:13])=[CH:4][C:3]=1[N:16]1[N:20]=[C:19]2[CH:21]=[CH:22][CH:23]=[CH:24][C:18]2=[N:17]1.[CH3:25][O-:26].[Na+].[CH3:28][OH:29]>C1(C)C(C)=CC=CC=1>[N:17]1[N:16]([C:3]2[C:25]([OH:26])=[C:7]([CH2:2][C:7]3[CH:6]=[C:5]([CH3:8])[CH:4]=[C:3]([N:16]4[N:17]=[C:18]5[CH:24]=[CH:23][CH:22]=[CH:21][C:19]5=[N:20]4)[C:28]=3[OH:29])[CH:6]=[C:5]([CH2:8][CH2:9][O:10][C:11](=[O:15])[C:12]([CH3:14])=[CH2:13])[CH:4]=2)[N:20]=[C:19]2[CH:21]=[CH:22][CH:23]=[CH:24][C:18]=12 |f:1.2.3|. Reported procedure: Ten grams (30.9 mmols) of crude 2-(3′-N,N-diethylaminomethyl-2′-hydroxy-5′-methylphenyl)-2H-benzotriazole obtained following the procedures of Synthesis Example 1 and 10.0 g (30.9 mmols) of 2-(2′-hydroxy-5′-methacryloyloxyethylphenyl)-2H-benzotriazole were dissolved in 64 ml of xylene, and 1.5 ml of a 28% sodium methylate•methanol solution were added thereto. The mixture was then refluxed in a nitrogen stream for 10 hours. After the completion of the reaction, the reaction mixture was cooled to ...